Dataset: the Open Reaction Database (ORD), a public repository of structured organic reaction records. Task: describe an organic reaction: reactants, conditions, products, and yield Reactants: O=C(c1ccc(OCCCBr)cc1)c1oc2ccccc2c1-c1ccccc1, CCNCC, CCO. The product is CCN(CC)CCCOc1ccc(C(=O)c2oc3ccccc3c2-c2ccccc2)cc1. As a reaction SMILES: [Br:1][CH2:2][CH2:3][CH2:4][O:5][c:6]1[cH:7][cH:8][c:9]([C:10](=[O:11])[c:12]2[o:13][c:14]3[c:15]([c:16]2-[c:17]2[cH:18][cH:19][cH:20][cH:21][cH:22]2)[cH:23][cH:24][cH:25][cH:26]3)[cH:27][cH:28]1.[CH2:29]([CH3:30])[NH:31][CH2:32][CH3:33].[CH3:34][CH2:35][OH:36]>>[CH2:2]([CH2:3][CH2:4][O:5][c:6]1[cH:7][cH:8][c:9]([C:10](=[O:11])[c:12]2[o:13][c:14]3[c:15]([c:16]2-[c:17]2[cH:18][cH:19][cH:20][cH:21][cH:22]2)[cH:23][cH:24][cH:25][cH:26]3)[cH:27][cH:28]1)[N:31]([CH2:29][CH3:30])[CH2:32][CH3:33]. The reactants are C12(CC3CC(CC(C1)C3)C2)C(=O)NC(C(C)C)C2=CC=C(C(=O)OCC)C=C2 (ethyl 4-{1-[(adamantan-1-ylcarbonyl)amino]-2-methylpropyl}benzoate), [OH-].[K+] (potassium hydroxide), Cl.NO (hydroxylamine hydrochloride), CO (methanol). Procedure: To the crude ethyl 4-{1-[(adamantan-1-ylcarbonyl)amino]-2-methylpropyl}benzoate in a vial was added potassium hydroxide (0.11 g, 1.87 mmol), hydroxylamine hydrochloride (0.047 g, 0.68 mmol), and methanol (2 mL). The reaction was capped and heated at 80° C. for 1 h. After cooled to rt, acetic acid (0.097 mL, 1.7 mmol was added to neutralize the excess base. The solvent was then completely evaporated. To the solid was added DMSO (1.3 mL). The solution was then filtered and purified by prep-HPLC pu... Isolated yield 15.0%. Reaction conditions: temperature 80 celsius. Reaction SMILES: [C:1]12([C:11]([NH:13][CH:14]([C:18]3[CH:28]=[CH:27][C:21]([C:22]([O:24]CC)=O)=[CH:20][CH:19]=3)[CH:15]([CH3:17])[CH3:16])=[O:12])[CH2:10][CH:5]3[CH2:6][CH:7]([CH2:9][CH:3]([CH2:4]3)[CH2:2]1)[CH2:8]2.[OH-:29].[K+].Cl.[NH2:32]O.CO>C(O)(=O)C>[OH:29][NH:32][C:22]([C:21]1[CH:20]=[CH:19][C:18]([CH:14]([NH:13][C:11]([C:1]23[CH2:10][CH:5]4[CH2:4][CH:3]([CH2:9][CH:7]([CH2:6]4)[CH2:8]2)[CH2:2]3)=[O:12])[CH:15]([CH3:16])[CH3:17])=[CH:28][CH:27]=1)=[O:24] |f:1.2,3.4|. Yields the product ONC(=O)C1=CC=C(C=C1)C(C(C)C)NC(=O)C12CC3CC(CC(C1)C3)C2 (N-(1-{4-[(hydroxyamino)carbonyl]phenyl}-2-methylpropyl)adamantane-1-carboxamide). The solvent is C(C)(=O)O (acetic acid). Starting materials: C1CCOC1, Cc1nc2c(Cl)cc(C(=O)CCl)cc2o1. The product is Cc1nc2c(Cl)cc(C(O)CCl)cc2o1. Reaction SMILES: [CH2:16]1[O:17][CH2:18][CH2:19][CH2:20]1.[Cl:1][CH2:2][C:3](=[O:4])[c:5]1[cH:6][c:7]2[c:8]([n:9][c:10]([CH3:12])[o:11]2)[c:13]([Cl:15])[cH:14]1>>[Cl:1][CH2:2][CH:3]([OH:4])[c:5]1[cH:6][c:7]2[c:8]([n:9][c:10]([CH3:12])[o:11]2)[c:13]([Cl:15])[cH:14]1. Starting materials: O=C=Nc1ccc(Cl)c(Cl)c1, CC1NCC2(C)OCC(CCCN3CCC4(CC4)C(O)C3)N2C1=O. Yields the product CC1C(=O)N2C(CCCN3CCC4(CC4)C(O)C3)COC2(C)CN1C(=O)Nc1ccc(Cl)c(Cl)c1. RXN SMILES: [Cl:1][c:2]1[cH:3][c:4]([N:9]=[C:10]=[O:11])[cH:5][cH:6][c:7]1[Cl:8].[OH:12][CH:13]1[C:14]2([CH2:15][CH2:16]2)[CH2:17][CH2:18][N:19]([CH2:21][CH2:22][CH2:23][CH:24]2[CH2:25][O:26][C:27]3([CH3:35])[N:28]2[C:29](=[O:34])[CH:30]([CH3:33])[NH:31][CH2:32]3)[CH2:20]1>>[Cl:1][c:2]1[cH:3][c:4]([NH:9][C:10](=[O:11])[N:31]2[CH:30]([CH3:33])[C:29](=[O:34])[N:28]3[CH:24]([CH2:23][CH2:22][CH2:21][N:19]4[CH2:18][CH2:17][C:14]5([CH:13]([OH:12])[CH2:20]4)[CH2:15][CH2:16]5)[CH2:25][O:26][C:27]3([CH3:35])[CH2:32]2)[cH:5][cH:6][c:7]1[Cl:8]. The product is CC(=O)n1cc(-c2ccccc2)c(O)n1. Starting materials: CC(=O)OC(C)=O, Oc1n[nH]cc1-c1ccccc1, c1ccncc1. Reaction SMILES: [CH3:1][C:2]([O:3][C:5]([CH3:6])=[O:7])=[O:4].[c:8]1(-[c:14]2[c:15]([OH:19])[n:16][nH:17][cH:18]2)[cH:9][cH:10][cH:11][cH:12][cH:13]1.[cH:20]1[cH:21][cH:22][n:23][cH:24][cH:25]1>>[C:5]([CH3:6])(=[O:7])[n:17]1[n:16][c:15]([OH:19])[c:14](-[c:8]2[cH:9][cH:10][cH:11][cH:12][cH:13]2)[cH:18]1.